This data is from the Open Reaction Database (ORD), a public repository of structured organic reaction records. The task is: describe an organic reaction: reactants, conditions, products, and yield The reactants are C([O-])([O-])=O.[K+].[K+] (potassium carbonate), BrC(C(=O)C1=CC=C(C=C1)Cl)C (2-bromo-4'-chloropropiophenone), COC1=CC=C(CC2CCNCC2)C=C1 (4-(4-methoxybenzyl)-piperidine). Run in C(C)O (ethanol). Conditions: time 48 hour. Product: COC1=CC=C(CC2CCN(CC2)C(C(=O)C2=CC=C(C=C2)Cl)C)C=C1 (2-[4-(4-Methoxybenzyl)-piperidino]-4'-chloropropiophenone). Yield: 100.2%. Reaction SMILES: C(=O)([O-])[O-].[K+].[K+].Br[CH:8]([CH3:18])[C:9]([C:11]1[CH:16]=[CH:15][C:14]([Cl:17])=[CH:13][CH:12]=1)=[O:10].[CH3:19][O:20][C:21]1[CH:33]=[CH:32][C:24]([CH2:25][CH:26]2[CH2:31][CH2:30][NH:29][CH2:28][CH2:27]2)=[CH:23][CH:22]=1>C(O)C>[CH3:19][O:20][C:21]1[CH:22]=[CH:23][C:24]([CH2:25][CH:26]2[CH2:27][CH2:28][N:29]([CH:8]([CH3:18])[C:9]([C:11]3[CH:16]=[CH:15][C:14]([Cl:17])=[CH:13][CH:12]=3)=[O:10])[CH2:30][CH2:31]2)=[CH:32][CH:33]=1 |f:0.1.2|. Reported procedure: 2.80 g (0.02 mol) of potassium carbonate are added to a solution of 5 g (0.02 mol) of 2-bromo-4'-chloropropiophenone and 4.15 g (0.02 mol) of 4-(4-methoxybenzyl)-piperidine in 60 ml of dry ethanol and the mixture is heated under reflux for 5 hours, with stirring, and then left to stand for 48 hours. It is left to cool and filtered, the filter cake being washed with alcohol, and the filtrate is evaporated. An orange oily residue remains, which is taken up in a mixture of water and diethyl ether. ... The reactants are C(CCC)C=1OC2=C(C1S(=O)(=O)C1=CC=C(C=C1)O)C=CC=C2 (2-n-butyl-3-(4-hydroxyphenylsulfonyl)benzofuran), [Na] (sodium), C(C)N(CCCl)CC (2-diethylaminoethyl chloride), CO (methanol), CO (methanol). Run in C1(=CC=CC=C1)C (toluene). The product is C(CCC)C=1OC2=C(C1S(=O)(=O)C1=CC=C(C=C1)OCCN(CC)CC)C=CC=C2 (2-n-Butyl-3-[4-(2-diethylaminoethoxy)phenylsulfonyl]benzofuran). Reaction SMILES: [CH2:1]([C:5]1[O:6][C:7]2[CH:23]=[CH:22][CH:21]=[CH:20][C:8]=2[C:9]=1[S:10]([C:13]1[CH:18]=[CH:17][C:16]([OH:19])=[CH:15][CH:14]=1)(=[O:12])=[O:11])[CH2:2][CH2:3][CH3:4].CO.[Na].[CH2:27]([N:29]([CH2:33][CH3:34])[CH2:30][CH2:31]Cl)[CH3:28]>C1(C)C=CC=CC=1>[CH2:1]([C:5]1[O:6][C:7]2[CH:23]=[CH:22][CH:21]=[CH:20][C:8]=2[C:9]=1[S:10]([C:13]1[CH:18]=[CH:17][C:16]([O:19][CH2:28][CH2:27][N:29]([CH2:33][CH3:34])[CH2:30][CH3:31])=[CH:15][CH:14]=1)(=[O:12])=[O:11])[CH2:2][CH2:3][CH3:4] |^1:25|. Procedure details: To a solution of 1.4 g. (0.0042 mol.) of 2-n-butyl-3-(4-hydroxyphenylsulfonyl)benzofuran in 20 ml. of methanol was added 25 ml. of methanol containing 110 mg. (0.0048 g.-atom) of sodium. The reaction mixture was heated on a steam bath for 30 minutes then evaporated to dryness. The residue was dissolved in 25 ml. of toluene and ca. 1 ml. of methanol, a suspension of 0.615 g. (0.0048 mol.) of distilled 2-diethylaminoethyl chloride in 15 ml. of toluene was added and the resulting mixture was heated... Reactants: [C-]#N.[Na+] (sodium cyanide), ClCC1=C(C2=C(OCCO2)C(=C1)F)F (6-Chloromethyl-5,8-difluoro-1,4-benzodioxane), O (water). The solvent is CS(=O)C (dimethylsulfoxide). Reaction conditions: time 1 hour. Yields the product C(#N)CC1=C(C2=C(OCCO2)C(=C1)F)F (6-cyanomethyl-5,8-difluoro-1,4-benzodioxane). RXN SMILES: Cl[CH2:2][C:3]1[CH:12]=[C:11]([F:13])[C:6]2[O:7][CH2:8][CH2:9][O:10][C:5]=2[C:4]=1[F:14].[C-:15]#[N:16].[Na+].O>CS(C)=O>[C:15]([CH2:2][C:3]1[CH:12]=[C:11]([F:13])[C:6]2[O:7][CH2:8][CH2:9][O:10][C:5]=2[C:4]=1[F:14])#[N:16] |f:1.2|. Procedure: 6-Chloromethyl-5,8-difluoro-1,4-benzodioxane (36.9 g, 0.183 mole) is dissolved in 500 ml of dimethylsulfoxide and 11.2 g (0.23 mole) of sodium cyanide added. This is stirred at 25° for 1 hour, and then poured into cold water. Extraction with ether, washing the extract with water, drying and concentration gives 6-cyanomethyl-5,8-difluoro-1,4-benzodioxane. The reactants are CO, Cl, [Na+], C1CCOC1, [OH-], COC(=O)c1ccc(-c2n[nH]c(-c3ccccc3)n2)cc1. Product: O=C(O)c1ccc(-c2n[nH]c(-c3ccccc3)n2)cc1. RXN SMILES: [CH3:30][OH:31].[ClH:29].[Na+:23].[O:24]1[CH2:25][CH2:26][CH2:27][CH2:28]1.[OH-:22].[c:1]1(-[c:7]2[n:8][c:9](-[c:12]3[cH:13][cH:14][c:15]([C:16](=[O:17])[O:18][CH3:19])[cH:20][cH:21]3)[n:10][nH:11]2)[cH:2][cH:3][cH:4][cH:5][cH:6]1>>[c:1]1(-[c:7]2[n:8][c:9](-[c:12]3[cH:13][cH:14][c:15]([C:16](=[O:17])[OH:18])[cH:20][cH:21]3)[n:10][nH:11]2)[cH:2][cH:3][cH:4][cH:5][cH:6]1.